Dataset: the Open Reaction Database (ORD), a public repository of structured organic reaction records. Task: describe an organic reaction: reactants, conditions, products, and yield The reactants are O=C([O-])[O-], O=C([O-])C(=O)[O-], CCCCO, CCOCC, CO, COc1cc(C(C)=O)ccc1OCCCCl, Cl, Fc1ccc(C(c2ccc(F)cc2F)C2CCNCC2)c(F)c1, [I-], [K+], [K+], [K+]. The product is O=C(O)C(=O)O, COc1cc(C(C)=O)ccc1OCCCN1CCC(C(c2ccc(F)cc2F)c2ccc(F)cc2F)CC1. As a reaction SMILES: [C:41](=[O:42])([O-:43])[O-:44].[C:49]([C:50](=[O:51])[O-:52])(=[O:53])[O-:54].[CH2:55]([OH:56])[CH2:57][CH2:58][CH3:59].[CH2:60]([O:61][CH2:62][CH3:63])[CH3:64].[CH3:65][OH:66].[Cl:25][CH2:26][CH2:27][CH2:28][O:29][c:30]1[c:31]([O:39][CH3:40])[cH:32][c:33]([C:36]([CH3:37])=[O:38])[cH:34][cH:35]1.[ClH:1].[F:2][c:3]1[c:4]([CH:10]([CH:11]2[CH2:12][CH2:13][NH:14][CH2:15][CH2:16]2)[c:17]2[c:18]([F:24])[cH:19][c:20]([F:23])[cH:21][cH:22]2)[cH:5][cH:6][c:7]([F:9])[cH:8]1.[I-:48].[K+:45].[K+:46].[K+:47]>>[C:49]([C:50](=[O:51])[OH:52])(=[O:53])[OH:54].[F:2][c:3]1[c:4]([CH:10]([CH:11]2[CH2:12][CH2:13][N:14]([CH2:26][CH2:27][CH2:28][O:29][c:30]3[c:31]([O:39][CH3:40])[cH:32][c:33]([C:36]([CH3:37])=[O:38])[cH:34][cH:35]3)[CH2:15][CH2:16]2)[c:17]2[c:18]([F:24])[cH:19][c:20]([F:23])[cH:21][cH:22]2)[cH:5][cH:6][c:7]([F:9])[cH:8]1. Reactants: NC1=CC(=C(C=C1)NC(C)=O)F (1-amino-4-acetylamino-3-fluorobenzene), O (water), C(C)(=O)OC(C)=O (acetic anhydride). Run in C(C)(=O)O (acetic acid). Run at temperature 15 celsius. The product is C(C)(=O)NC1=C(C=C(C=C1)NC(C)=O)F (1,4-bisacetylamino-2-fluorobenzene). Reaction SMILES: [NH2:1][C:2]1[CH:7]=[CH:6][C:5]([NH:8][C:9](=[O:11])[CH3:10])=[C:4]([F:12])[CH:3]=1.O.[C:14](OC(=O)C)(=[O:16])[CH3:15]>C(O)(=O)C>[C:9]([NH:8][C:5]1[CH:6]=[CH:7][C:2]([NH:1][C:14](=[O:16])[CH3:15])=[CH:3][C:4]=1[F:12])(=[O:11])[CH3:10]. Procedure details: 134.5 g (0.8 mol) of the 1-amino-4-acetylamino-3-fluorobenzene prepared above under A. are heated at 85° C. together with 800 ml of water and 34 g of acetic acid. 86.5 g of acetic anhydride are added to this mixture in the course of one hour. The reaction mixture is subsequently stirred at the same temperature for a further hour and cooled to 15° C. The product which has precipitated is then filtered off, washed twice with 150 ml of water each time and dried.